This data is from the Open Reaction Database (ORD), a public repository of structured organic reaction records. The task is: describe an organic reaction: reactants, conditions, products, and yield Reactants: Cl, CC(NC(=O)Cc1cc(F)cc(F)c1)C(=O)O, CCCC(N)C(=O)OC. The product is CCCC(NC(=O)C(C)NC(=O)Cc1cc(F)cc(F)c1)C(=O)OC. As a reaction SMILES: [ClH:18].[F:1][c:2]1[cH:3][c:4]([CH2:9][C:10](=[O:11])[NH:12][CH:13]([CH3:14])[C:15](=[O:16])[OH:17])[cH:5][c:6]([F:8])[cH:7]1.[NH2:19][CH:20]([C:21](=[O:22])[O:23][CH3:24])[CH2:25][CH2:26][CH3:27]>>[F:1][c:2]1[cH:3][c:4]([CH2:9][C:10](=[O:11])[NH:12][CH:13]([CH3:14])[C:15](=[O:17])[NH:19][CH:20]([C:21](=[O:22])[O:23][CH3:24])[CH2:25][CH2:26][CH3:27])[cH:5][c:6]([F:8])[cH:7]1. The reactants are CC(C)(C)OC(=O)N1CC2CC1CN2, CC#N, Cc1cc(-c2noc(CCl)n2)cc2c1C(=O)N(Cc1ccc(OC(F)(F)F)cc1)C2, [K+], [K+], O=C([O-])[O-], O. Product: Cc1cc(-c2noc(CN3CC4CC3CN4)n2)cc2c1C(=O)N(Cc1ccc(OC(F)(F)F)cc1)C2. RXN SMILES: [C:37]([O:38][C:39](=[O:40])[N:44]1[CH:45]2[CH2:46][NH:47][CH:48]([CH2:49]1)[CH2:50]2)([CH3:41])([CH3:42])[CH3:43].[CH3:51][C:52]#[N:53].[Cl:1][CH2:2][c:3]1[n:4][c:5](-[c:8]2[cH:9][c:10]3[c:14]([c:15]([CH3:17])[cH:16]2)[C:13](=[O:18])[N:12]([CH2:19][c:20]2[cH:21][cH:22][c:23]([O:26][C:27]([F:28])([F:29])[F:30])[cH:24][cH:25]2)[CH2:11]3)[n:6][o:7]1.[K+:31].[K+:32].[O-:33][C:34]([O-:35])=[O:36].[OH2:54]>>[CH2:2]([c:3]1[n:4][c:5](-[c:8]2[cH:9][c:10]3[c:14]([c:15]([CH3:17])[cH:16]2)[C:13](=[O:18])[N:12]([CH2:19][c:20]2[cH:21][cH:22][c:23]([O:26][C:27]([F:28])([F:29])[F:30])[cH:24][cH:25]2)[CH2:11]3)[n:6][o:7]1)[N:44]1[CH:45]2[CH2:46][NH:47][CH:48]([CH2:49]1)[CH2:50]2.